From a dataset of the Open Reaction Database (ORD), a public repository of structured organic reaction records. describe an organic reaction: reactants, conditions, products, and yield Reactants: [N+](=O)([O-])C1=CC2=C(N=C(S2)S(=O)(=O)N)C=C1 (6-Nitro-2-benzothiazolesulfonamide). Reagents/catalysts: [Pd] (palladium on carbon). Run in C(C)O (ethanol). Run at time 5 hour. Product: NC1=CC2=C(N=C(S2)S(=O)(=O)N)C=C1 (6-amino-2-benzothiazolesulfonamide). The yield is 26.2%. RXN SMILES: [N+:1]([C:4]1[CH:16]=[CH:15][C:7]2[N:8]=[C:9]([S:11]([NH2:14])(=[O:13])=[O:12])[S:10][C:6]=2[CH:5]=1)([O-])=O>C(O)C.[Pd]>[NH2:1][C:4]1[CH:16]=[CH:15][C:7]2[N:8]=[C:9]([S:11]([NH2:14])(=[O:13])=[O:12])[S:10][C:6]=2[CH:5]=1. Procedure: 6-Nitro-2-benzothiazolesulfonamide (2.93 g., 0.0113 mole) suspended in absolute ethanol (200 ml.) was hydrogenated in the presence of 5% palladium on carbon (2.9 g.) in a Parr apparatus. After 5 hrs. the reaction mixture was filtered to remove the catalyst, and the filtrate was concentrated to dryness to give the solid product. Recrystallization from ethyl acetate and reprecipitation by dissolution in dilute aqueous hydrochloric acid followed by treatment with aqueous sodium bicarbonate solution... Reactants: NC=1C(=CC(=C(C1)N1C=C(C(C2=CC(=C(C(=C12)C)F)F)=O)C(=O)O)F)F (1-(5-Amino-2,4-difluorophenyl)-8-methyl-6,7-difluoro-4-oxo-1,4-dihydroquinoline-3-carboxylic acid), NCCCO (3-amino-1-propanol), CN1CCCC1 (N-methylpyrrolidine), N1=CC=CC=C1 (pyridine), raw material. Run in CN(C=O)C (N,N-dimethylformamide). Reaction conditions: temperature 70 celsius, time 15 hour. The product is NC=1C(=CC(=C(C1)N1C=C(C(C2=CC(=C(C(=C12)C)NCCCO)F)=O)C(=O)O)F)F (1-(5-Amino-2,4-difluorophenyl)-8-methyl-6-fluoro-7-(3-hydroxy-n-propylamino)-4-oxo-1,4-dihydroquinoline-3-carboxylic Acid). Yield: 26.9%. Reaction SMILES: [NH2:1][C:2]1[C:3]([F:26])=[CH:4][C:5]([F:25])=[C:6]([N:8]2[C:17]3[C:12](=[CH:13][C:14]([F:20])=[C:15](F)[C:16]=3[CH3:18])[C:11](=[O:21])[C:10]([C:22]([OH:24])=[O:23])=[CH:9]2)[CH:7]=1.[NH2:27][CH2:28][CH2:29][CH2:30][OH:31].CN1CCCC1.N1C=CC=CC=1>CN(C)C=O>[NH2:1][C:2]1[C:3]([F:26])=[CH:4][C:5]([F:25])=[C:6]([N:8]2[C:17]3[C:12](=[CH:13][C:14]([F:20])=[C:15]([NH:27][CH2:28][CH2:29][CH2:30][OH:31])[C:16]=3[CH3:18])[C:11](=[O:21])[C:10]([C:22]([OH:24])=[O:23])=[CH:9]2)[CH:7]=1. Reported procedure: 1-(5-Amino-2,4-difluorophenyl)-8-methyl-6,7-difluoro-4-oxo-1,4-dihydroquinoline-3-carboxylic acid (500 mg), 3-amino-1-propanol (400 mg) and N-methylpyrrolidine (170 mg) were added to pyridine (1,500 mg), and the mixture was stirred at 70° C. for 15 hours. Since the raw material were not dissolved, N,N-dimethylformamide (1 ml) was added to the mixture, followed by stirring at 70° C. for 43 hours. The reaction mixture was concentrated under reduced pressure. A process of adding distilled water (1 ... The reactants are C(C1=CC=CC=C1)N1CCC(CC1)N(C(OCCOC)=O)C (2-methoxyethyl N-(1-benzylpiperid-4-yl)-N-methylcarbamate), ClC(=O)OCCOC (methoxyethyl chloroformate). Yields the product Cl.C1(=CC2=C1C=CC=C2)CN2CCC(CC2)N(C(OCCOC)=O)C (2-methoxyethyl N-[1-(benzocyclobuten-1-ylmethyl)-piperid-4-yl]-N-methylcarbamate hydrochloride). RXN SMILES: [CH2:1]([N:8]1[CH2:13][CH2:12][CH:11]([N:14]([CH3:22])[C:15](=[O:21])[O:16][CH2:17][CH2:18][O:19][CH3:20])[CH2:10][CH2:9]1)[C:2]1[CH:7]=[CH:6][CH:5]=[CH:4][CH:3]=1.[Cl:23]C(O[CH2:27][CH2:28]OC)=O>>[ClH:23].[C:2]1([CH2:1][N:8]2[CH2:9][CH2:10][CH:11]([N:14]([CH3:22])[C:15](=[O:21])[O:16][CH2:17][CH2:18][O:19][CH3:20])[CH2:12][CH2:13]2)[C:7]2[CH:6]=[CH:5][CH:4]=[CH:3][C:28]=2[CH:27]=1 |f:2.3|. Procedure: This compound was prepared in accordance with the process described in Example 11 (Stages B and C) but using 2-methoxyethyl N-(1-benzylpiperid-4-yl)-N-methylcarbamate in Stage B. The latter is obtained in accordance with the process described in Stage B of Example 1 using methoxyethyl chloroformate instead of propionyl chloride. The reactants are CN(C)C1=NC=CC=C1 (dimethylaminopyridine), C(=CCCCCCC)C1C(CC(C1C(CCCCCC(=O)OC)O)=O)O[Si](C)(C)C(C)(C)C (4-(1-octenyl)-5-(1-hydroxy-6-methoxycarbonylhexyl)-3-(t-butyldimethylsilyloxy)cyclopentanone), CN(C)C1=NC=CC=C1 (dimethylaminopyridine), CS(=O)(=O)Cl (methanesulfonyl chloride), Cl (hydrochloric acid). Run in ClCCl (dichloromethane). The product is C(=CCCCCCC)C1C(CC(C1=CCCCCCC(=O)OC)=O)O[Si](C)(C)C(C)(C)C (4-(1-octenyl)-5-(6-methoxycarbonylhexylidene)-3-(t-butyldimethylsilyloxy) cyclopentanone). Isolated yield 61.3%. RXN SMILES: [CH:1]([CH:9]1[CH:13]([CH:14](O)[CH2:15][CH2:16][CH2:17][CH2:18][CH2:19][C:20]([O:22][CH3:23])=[O:21])[C:12](=[O:25])[CH2:11][CH:10]1[O:26][Si:27]([C:30]([CH3:33])([CH3:32])[CH3:31])([CH3:29])[CH3:28])=[CH:2][CH2:3][CH2:4][CH2:5][CH2:6][CH2:7][CH3:8].CN(C1C=CC=CN=1)C.CS(Cl)(=O)=O.Cl>ClCCl>[CH:1]([CH:9]1[C:13](=[CH:14][CH2:15][CH2:16][CH2:17][CH2:18][CH2:19][C:20]([O:22][CH3:23])=[O:21])[C:12](=[O:25])[CH2:11][CH:10]1[O:26][Si:27]([C:30]([CH3:31])([CH3:33])[CH3:32])([CH3:29])[CH3:28])=[CH:2][CH2:3][CH2:4][CH2:5][CH2:6][CH2:7][CH3:8]. Procedure details: 3.1 g (6.4 millinmols) of 4-(1-octenyl)-5-(1-hydroxy-6-methoxycarbonylhexyl)-3-(t-butyldimethylsilyloxy)cyclopentanone was dissolved in 40 ml of dichloromethane, and 3.92 g (32.1 mmoles) of dimethylaminopyridine was added. With ice cooling and stirring, 1.0 ml (12.9 mmoles) of methanesulfonyl chloride was added. The mixture was stirred at 0° C. for 5 minutes, and then at room temperature for hours. Furthermore, 0.78 g (6.4 millimoles) of dimethylaminopyridine was added, and the mixture was stirr...